Task: describe an organic reaction: reactants, conditions, products, and yield. Dataset: the Open Reaction Database (ORD), a public repository of structured organic reaction records The reactants are C1(=CC=CC=C1)C (toluene), NC=1C=C(/C=C/C=2SC3=C(N2)C=CC=C3)C=CC1 (2-(trans-3-aminostyryl)benzothiazole), BrCCCC#N (4-bromobutyronitrile). Run in C(C)N(CC)CC (triethylamine). Product: C(#N)CCCNC=1C=C(/C=C/C=2SC3=C(N2)C=CC=C3)C=CC1 (2-[trans-3-(3-cyanopropylamino)styryl]benzothiazole). The yield is 40.0%. As a reaction SMILES: C1(C)C=CC=CC=1.[NH2:8][C:9]1[CH:10]=[C:11]([CH:23]=[CH:24][CH:25]=1)/[CH:12]=[CH:13]/[C:14]1[S:15][C:16]2[CH:22]=[CH:21][CH:20]=[CH:19][C:17]=2[N:18]=1.Br[CH2:27][CH2:28][CH2:29][C:30]#[N:31]>C(N(CC)CC)C>[C:30]([CH2:29][CH2:28][CH2:27][NH:8][C:9]1[CH:10]=[C:11]([CH:23]=[CH:24][CH:25]=1)/[CH:12]=[CH:13]/[C:14]1[S:15][C:16]2[CH:22]=[CH:21][CH:20]=[CH:19][C:17]=2[N:18]=1)#[N:31]. Procedure: To 50 ml of toluene were added 2.02 g of triethylamine and 5.04 g of 2-(trans-3-aminostyryl)benzothiazole at room temperature, and then 2.96 g of 4-bromobutyronitrile was added to carry out the reaction at 110° C. for 7 hours. After completion of the reaction, the reaction mixture was extracted with ethyl acetate. After evaporation of the solvent under reduced pressure, the residue was purified through silica gel column chromatography by use of ethyl acetate-ethyl ether-n-hexane (2:5:5) to give ... Starting materials: S(=O)(Cl)Cl (thionyl chloride), C(C)O (ethanol), C(C)NCC(=O)O (N-ethylglycine). Conditions: time 15 minute. Product: Cl.C(C)OC(CNCC)=O (N-ethylglycine ethyl ester hydrochloride). RXN SMILES: S(Cl)([Cl:3])=O.[CH2:5]([NH:7][CH2:8][C:9]([OH:11])=[O:10])[CH3:6].[CH2:12](O)[CH3:13]>>[ClH:3].[CH2:12]([O:10][C:9](=[O:11])[CH2:8][NH:7][CH2:5][CH3:6])[CH3:13] |f:3.4|. Procedure: To ethanol (30 mL) was added dropwise thionyl chloride (2.6 mL) at −10° C., and the mixture was stirred for 15 min. N-ethylglycine (1.0 g) was added to this solution at −10° C., and the mixture was allowed to warm to room temperature while stirring for 17 hr. The reaction mixture was concentrated under reduced pressure to give the title compound (1.63 g) as a white solid. The reactants are C1CNCCN1, CCOC(C)=O, CCO, CN(C)C=O, CCOCC, Cl, CCOC(=O)c1cn(-c2ccc(F)cc2F)c2nc(N=[N+]=[N-])c(F)cc2c1=O, O. The product is CCOC(=O)c1cn(-c2ccc(F)cc2F)c2nc(N3CCNCC3)c(F)cc2c1=O. Reaction SMILES: [CH2:1]1[CH2:2][NH:3][CH2:4][CH2:5][NH:6]1.[CH3:35][CH2:36][O:37][C:38](=[O:39])[CH3:40].[CH3:42][CH2:43][OH:44].[CH3:45][N:46]([CH3:47])[CH:48]=[O:49].[CH3:50][CH2:51][O:52][CH2:53][CH3:54].[ClH:41].[N:7](=[N+:8]=[N-:9])[c:10]1[c:11]([F:34])[cH:12][c:13]2[c:14](=[O:33])[c:15]([C:28](=[O:29])[O:30][CH2:31][CH3:32])[cH:16][n:17](-[c:20]3[c:21]([F:27])[cH:22][c:23]([F:26])[cH:24][cH:25]3)[c:18]2[n:19]1.[OH2:55]>>[CH2:1]1[CH2:2][N:3]([c:10]2[c:11]([F:34])[cH:12][c:13]3[c:14](=[O:33])[c:15]([C:28](=[O:29])[O:30][CH2:31][CH3:32])[cH:16][n:17](-[c:20]4[c:21]([F:27])[cH:22][c:23]([F:26])[cH:24][cH:25]4)[c:18]3[n:19]2)[CH2:4][CH2:5][NH:6]1. Starting materials: [N+](=O)([O-])C=C1NCCN1 (2-(nitromethylene)imidazolidine), Cl\C=C/CCl (cis-1,3-dichloropropene). Yields the product Cl\C=C/CN1C(NCC1)=C[N+](=O)[O-] (1-((Z)-3-chloro-2-propenyl)-2-(nitromethylene)imidazolidine). RXN SMILES: [N+:1]([CH:4]=[C:5]1[NH:9][CH2:8][CH2:7][NH:6]1)([O-:3])=[O:2].[Cl:10]/[CH:11]=[CH:12]\[CH2:13]Cl>>[Cl:10]/[CH:11]=[CH:12]\[CH2:13][N:6]1[CH2:7][CH2:8][NH:9][C:5]1=[CH:4][N+:1]([O-:3])=[O:2]. Procedure: Method B, reacting 2-(nitromethylene)imidazolidine with cis-1,3-dichloropropene. Melting point: 117°-118°. Starting materials: CC=1NC=2CCCC(C2C1CC)=O (2-methyl-3-ethyl-4-oxo-4,5,6,7-tetrahydroindole), O1CCN(CC1)CN1CCOCC1 (bismorpholinomethane). Yields the product CCC1=C(NC2=C1C(=O)C(CC2)CN3CCOCC3)C (molindone). RXN SMILES: [CH3:1][C:2]1[NH:3][C:4]2[CH2:5][CH2:6][CH2:7][C:8](=[O:13])[C:9]=2[C:10]=1[CH2:11][CH3:12].[O:14]1[CH2:19][CH2:18][N:17]([CH2:20]N2CCOCC2)[CH2:16][CH2:15]1>>[CH3:12][CH2:11][C:10]1[C:9]2[C:8]([CH:7]([CH2:20][N:17]3[CH2:18][CH2:19][O:14][CH2:15][CH2:16]3)[CH2:6][CH2:5][C:4]=2[NH:3][C:2]=1[CH3:1])=[O:13]. Reported procedure: In a specific embodiment, the invention provides a method of manufacturing molindone through a 3-step process, wherein in the 1st step 2,3-pentadione is reacted with hydroxylamine hydrochloride to produce 2,3-pentanedione-2-oxime (SUMO-1); in the 2nd step 2,3-pentanedione-2-oxime and 1,3-cyclohexanedione are reacted to produce 2-methyl-3-ethyl-4-oxo-4,5,6,7-tetrahydroindole (SUMO-2); and in the 3rd step 2-methyl-3-ethyl-4-oxo-4,5,6,7-tetrahydroindole reacts with bismorpholinomethane to produce m... As a reaction SMILES: [CH3:1][O:2][c:3]1[cH:4][c:5]([S:10][CH2:11][CH:12]2[C:13]([OH:25])([CH3:26])[CH2:14][CH2:15][CH:16]3[C:17]([CH3:23])([CH3:24])[CH2:18][CH2:19][CH2:20][C:21]23[CH3:22])[cH:6][c:7]([CH3:9])[cH:8]1.[Cl:27][Sn:28]([Cl:29])([Cl:30])[Cl:31].[Cl:33][CH2:34][Cl:35].[OH2:32]>>[CH3:1][O:2][c:3]1[c:4]2[c:5]([cH:6][c:7]([CH3:9])[cH:8]1)[S:10][CH2:11][CH:12]1[C:13]2([CH3:26])[CH2:14][CH2:15][CH:16]2[C:17]([CH3:23])([CH3:24])[CH2:18][CH2:19][CH2:20][C:21]12[CH3:22]. Reactants: COc1cc(C)cc(SCC2C(C)(O)CCC3C(C)(C)CCCC32C)c1, Cl[Sn](Cl)(Cl)Cl, ClCCl, O. Yields the product COc1cc(C)cc2c1C1(C)CCC3C(C)(C)CCCC3(C)C1CS2.